Dataset: the Open Reaction Database (ORD), a public repository of structured organic reaction records. Task: describe an organic reaction: reactants, conditions, products, and yield The reactants are O=C([O-])O, CN(C)C=O, CC(C)N1CCCc2ccccc21, [Na+], O, O=P(Cl)(Cl)Cl. Yields the product CC(C)N1c2ccccc2CCC1C=O. As a reaction SMILES: [C:24](=[O:25])([OH:26])[O-:27].[CH3:6][N:7]([CH:8]=[O:9])[CH3:10].[CH:11]([CH3:12])([CH3:13])[N:14]1[CH2:15][CH2:16][CH2:17][c:18]2[cH:19][cH:20][cH:21][cH:22][c:23]21.[Na+:28].[OH2:29].[P:1]([Cl:2])([Cl:3])([Cl:4])=[O:5]>>[CH:8](=[O:9])[CH:15]1[N:14]([CH:11]([CH3:12])[CH3:13])[c:23]2[c:18]([cH:19][cH:20][cH:21][cH:22]2)[CH2:17][CH2:16]1. Reported procedure: Using p-toluidine (1.19 g, 11.0 mmol) and 4-nitrobenzoic acid (1.77 g, 10.5 mmol), the procedure of Reference Example 16 was repeated to obtain 2.68 g (99.6%) of the title compound in the form of light yellow needle crystals. The yield is 99.6%. Product: [N+](=O)([O-])C1=CC=C(C(=O)NC2=CC=C(C=C2)C)C=C1 (4-Nitro-N-(4-methylphenyl)benzamide). Reactants: NC1=CC=C(C=C1)C (p-toluidine), [N+](=O)([O-])C1=CC=C(C(=O)O)C=C1 (4-nitrobenzoic acid). RXN SMILES: [NH2:1][C:2]1[CH:7]=[CH:6][C:5]([CH3:8])=[CH:4][CH:3]=1.[N+:9]([C:12]1[CH:20]=[CH:19][C:15]([C:16]([OH:18])=O)=[CH:14][CH:13]=1)([O-:11])=[O:10]>>[N+:9]([C:12]1[CH:13]=[CH:14][C:15]([C:16]([NH:1][C:2]2[CH:7]=[CH:6][C:5]([CH3:8])=[CH:4][CH:3]=2)=[O:18])=[CH:19][CH:20]=1)([O-:11])=[O:10]. Reactants: BrC1=C(C(=C(C=C1)O)OC)OCOC (4-bromo-2-methoxy-3-(methoxymethoxy)phenol), C([O-])([O-])=O.[K+].[K+] (potassium carbonate), ClC(F)F (chlorodifluoromethane). The solvent is CN(C=O)C (N,N-dimethylformamide). Run at temperature -45 celsius. Product: BrC1=C(C(=C(C=C1)OC(F)F)OC)OCOC (1-Bromo-4-(difluoromethoxy)-3-methoxy-2-(methoxymethoxy)benzene). The yield is 30.0%. RXN SMILES: [Br:1][C:2]1[CH:7]=[CH:6][C:5]([OH:8])=[C:4]([O:9][CH3:10])[C:3]=1[O:11][CH2:12][O:13][CH3:14].C(=O)([O-])[O-].[K+].[K+].Cl[CH:22]([F:24])[F:23]>CN(C)C=O>[Br:1][C:2]1[CH:7]=[CH:6][C:5]([O:8][CH:22]([F:24])[F:23])=[C:4]([O:9][CH3:10])[C:3]=1[O:11][CH2:12][O:13][CH3:14] |f:1.2.3|. Reported procedure: To a stirring solution of 4-bromo-2-methoxy-3-(methoxymethoxy)phenol (700 mg, 2.66 mmol) in N,N-dimethylformamide (15 mL) was added potassium carbonate (734 mg, 5.32 mmol) cooled to −45° C. and chlorodifluoromethane (gas) was passed for 10 min and the resultant reaction mixture was heated to 80° C. for 2 h. The reaction mixture was quenched with ice-cold water and extracted with ethyl acetate (3×). The combined ethyl acetate layers were dried over anhy. sodium sulphate and concentrated under red... The reactants are FC1=C(OC=2C=C(C(=O)O)C=CC2NS(=O)(=O)C)C=CC(=C1)F (3-(2,4-difluorophenoxy)-4-methanesulfonamidobenzoic acid), P(Cl)(Cl)(Cl)(Cl)Cl (phosphorus pentachloride). Solvent: C1=CC=CC=C1 (benzene). Conditions: time 25 minute. The product is FC1=C(OC=2C=C(C(=O)Cl)C=CC2NS(=O)(=O)C)C=CC(=C1)F (3-(2,4-difluorophenoxy)-4-methanesulfonamidobenzoyl chloride). Yield: 110.7%. RXN SMILES: [F:1][C:2]1[CH:22]=[C:21]([F:23])[CH:20]=[CH:19][C:3]=1[O:4][C:5]1[CH:6]=[C:7]([CH:11]=[CH:12][C:13]=1[NH:14][S:15]([CH3:18])(=[O:17])=[O:16])[C:8](O)=[O:9].P(Cl)(Cl)(Cl)(Cl)[Cl:25]>C1C=CC=CC=1>[F:1][C:2]1[CH:22]=[C:21]([F:23])[CH:20]=[CH:19][C:3]=1[O:4][C:5]1[CH:6]=[C:7]([CH:11]=[CH:12][C:13]=1[NH:14][S:15]([CH3:18])(=[O:17])=[O:16])[C:8]([Cl:25])=[O:9]. Procedure details: A mixture of 3-(2,4-difluorophenoxy)-4-methanesulfonamidobenzoic acid (0.6 g) and phosphorus pentachloride (0.4 g) in benzene (6 ml) was warmed, dissolved, and then stirred for 25 minutes at room temperature. The mixture was concentrated under reduced pressure to give a powder of 3-(2,4-difluorophenoxy)-4-methanesulfonamidobenzoyl chloride (0.7 g). Starting materials: OC1=NC=CC(=C1)C (2-hydroxy-4-methylpyridine), BrC1=CSC=C1 (3-bromothiophene), C([O-])([O-])=O.[K+].[K+] (potassium carbonate). The reagents and catalysts are [Cu]I (copper (I) iodide). Run in CN(C=O)C (N,N-dimethylformamide), [OH-].[NH4+] (ammonium hydroxide). Reaction conditions: temperature 150 celsius. The product is CC1=CC(N(C=C1)C1=CSC=C1)=O (4-methyl-1-(3-thienyl)pyridin-2(1H)-one). Isolated yield 29.5%. As a reaction SMILES: [OH:1][C:2]1[CH:7]=[C:6]([CH3:8])[CH:5]=[CH:4][N:3]=1.Br[C:10]1[CH:14]=[CH:13][S:12][CH:11]=1.C(=O)([O-])[O-].[K+].[K+]>CN(C)C=O.[OH-].[NH4+].[Cu]I>[CH3:8][C:6]1[CH:5]=[CH:4][N:3]([C:10]2[CH:14]=[CH:13][S:12][CH:11]=2)[C:2](=[O:1])[CH:7]=1 |f:2.3.4,6.7|. Reported procedure: A mixture of 2-hydroxy-4-methylpyridine (1.5 g, 14 mmol), 3-bromothiophene (4.5 g, 28 mmol), copper (I) iodide (0.27 g, 1.4 mmol), and potassium carbonate (1.9 g, 14 mmol) in N,N-dimethylformamide (30 mL) is heated in a 150° C. oil bath for 6 hours. After cooling to room temperature, the reaction mixture is diluted with 20% aqueous ammonium hydroxide solution and extracted 3× with diethyl ether. The combined extracts were washed with saturated aqueous sodium chloride solution, dried over anhydro... Reactants: C1CCOC1, Clc1nc(N2CC3CCC(C2)O3)c2cn[nH]c2n1, OCCF, CC(C)OC(=O)N=NC(=O)OC(C)C. Yields the product FCCn1ncc2c(N3CC4CCC(C3)O4)nc(Cl)nc21. As a reaction SMILES: [CH2:37]1[O:38][CH2:39][CH2:40][CH2:41]1.[Cl:1][c:2]1[n:3][c:4]([N:11]2[CH2:12][CH:13]3[CH2:14][CH2:15][CH:16]([CH2:17]2)[O:18]3)[c:5]2[c:6]([n:7]1)[nH:8][n:9][cH:10]2.[F:19][CH2:20][CH2:21][OH:22].[O:23]=[C:24]([O:25][CH:26]([CH3:27])[CH3:28])[N:29]=[N:30][C:31]([O:32][CH:33]([CH3:34])[CH3:35])=[O:36]>>[Cl:1][c:2]1[n:3][c:4]([N:11]2[CH2:12][CH:13]3[CH2:14][CH2:15][CH:16]([CH2:17]2)[O:18]3)[c:5]2[c:6]([n:7]1)[n:8]([CH2:21][CH2:20][F:19])[n:9][cH:10]2.